Task: describe an organic reaction: reactants, conditions, products, and yield. Dataset: the Open Reaction Database (ORD), a public repository of structured organic reaction records Reactants: O (water), C(C1=CC=CC=C1)(=O)O[C@@H]1[C@H](C[C@H](CC1)O)C1=CC=NN1C ((1S*,2R*,4S*)-4-hydroxy-2-(1-methyl-1H-pyrazol-5-yl)cyclohexyl benzoate), N1=C(C=CC=C1C)C (2,6-lutidine), FC(S(=O)(=O)O[Si](C)(C)C(C)(C)C)(F)F (tert-butyl(dimethyl)silyl trifluoromethanesulfonate). Run in ClCCl (dichloromethane). Run at time 1 hour. Yields the product C(C1=CC=CC=C1)(=O)O[C@@H]1[C@H](C[C@H](CC1)O[Si](C)(C)C(C)(C)C)C1=CC=NN1C ((1S*,2R*,4S*)-4-{[Tert-butyl(dimethyl)silyl]oxy}-2-(1-methyl-1H-pyrazol-5-yl)cyclohexyl benzoate). The yield is 90.7%. RXN SMILES: [C:1]([O:9][C@H:10]1[CH2:15][CH2:14][C@H:13]([OH:16])[CH2:12][C@@H:11]1[C:17]1[N:21]([CH3:22])[N:20]=[CH:19][CH:18]=1)(=[O:8])[C:2]1[CH:7]=[CH:6][CH:5]=[CH:4][CH:3]=1.N1C(C)=CC=CC=1C.FC(F)(F)S(O[Si:37]([C:40]([CH3:43])([CH3:42])[CH3:41])([CH3:39])[CH3:38])(=O)=O.O>ClCCl>[C:1]([O:9][C@H:10]1[CH2:15][CH2:14][C@H:13]([O:16][Si:37]([C:40]([CH3:43])([CH3:42])[CH3:41])([CH3:39])[CH3:38])[CH2:12][C@@H:11]1[C:17]1[N:21]([CH3:22])[N:20]=[CH:19][CH:18]=1)(=[O:8])[C:2]1[CH:3]=[CH:4][CH:5]=[CH:6][CH:7]=1. Reported procedure: To a solution of the (1S*,2R*,4S*)-4-hydroxy-2-(1-methyl-1H-pyrazol-5-yl)cyclohexyl benzoate (293 mg, 0.976 mmol) prepared in Example 162d and 2,6-lutidine (0.136 mL, 1.17 mmol) in dichloromethane (5.0 mL), tert-butyl(dimethyl)silyl trifluoromethanesulfonate (0.269 mL, 1.17 mmol) was added, and the mixture was stirred at room temperature for 1 hour. To the reaction solution, water (10 mL) was added, followed by extraction with dichloromethane (50 mL). The thus obtained organic layer was dried ov...